Dataset: the Open Reaction Database (ORD), a public repository of structured organic reaction records. Task: describe an organic reaction: reactants, conditions, products, and yield The reactants are O=C(CCC=1C=CC=2N(C1)C(=CN2)C(=O)[O-])C (6-(3-oxobutyl)imidazo[1,2-a]pyridine-3-carboxylate), [Li+].[OH-] (LiOH), C(CC(O)(C(=O)O)CC(=O)O)(=O)O (citric acid). Solvent: C1CCOC1.CO (THF MeOH). Reaction conditions: temperature 50 celsius. Yields the product O=C(CCC=1C=CC=2N(C1)C(=CN2)C(=O)O)C (6-(3-oxobutyl)imidazo[1,2-a]pyridine-3-carboxylic acid). Reaction SMILES: [O:1]=[C:2]([CH3:17])[CH2:3][CH2:4][C:5]1[CH:6]=[CH:7][C:8]2[N:9]([C:11]([C:14]([O-:16])=[O:15])=[CH:12][N:13]=2)[CH:10]=1.[Li+].[OH-].C(O)(=O)CC(CC(O)=O)(C(O)=O)O>C1COCC1.CO>[O:1]=[C:2]([CH3:17])[CH2:3][CH2:4][C:5]1[CH:6]=[CH:7][C:8]2[N:9]([C:11]([C:14]([OH:16])=[O:15])=[CH:12][N:13]=2)[CH:10]=1 |f:1.2,4.5|. Procedure: A stirring mixture of ethyl 6-(3-oxobutyl)imidazo[1,2-a]pyridine-3-carboxylate (77) (190 mg, 0.730 mmol) and 2N LiOH (0.2 mL) in THF:MeOH (4:1, 3 mL) was heated at 50° C. for 45 minutes. The reaction was cooled to room temperature and the pH was adjusted between 3-5 with 10% citric acid. The solvent was partially reduced. The resulting solid was collected by vacuum filtration and washed with excess water. Crude 6-(3-oxobutyl)imidazo[1,2-a]pyridine-3-carboxylic acid (78) was dried and used in the... The reactants are solution, C[O-].[Na+] (sodium methoxide), FC1=C(C=CC=C1F)[C@@]1(O[C@H]1C)CN1N=CN=C1 ((2R,3S)-2-(2,3-difluorophenyl)-3-methyl-2-[(1H-1,2,4-triazol-1-yl)methyl]oxirane), C(C)(=O)S[C@H]1CO[C@@H](OC1)C1=CC=CC=C1 (trans-5-(acetylthio)-2-phenyl-1,3-dioxane). The solvent is CO (methanol), C(C)O (ethanol). Product: FC1=C(C=CC=C1F)[C@@](CN1N=CN=C1)([C@@H](C)S[C@H]1CO[C@@H](OC1)C1=CC=CC=C1)O ((2R,3R)-2-(2,3-Difluorophenyl)-3-[(trans-2-phenyl-1,3-dioxan-5-yl)thio]-1-(1H-1,2,4-triazol-1-yl)-2-butanol). Isolated yield 6.6%. As a reaction SMILES: C[O-].[Na+].[F:4][C:5]1[C:10]([F:11])=[CH:9][CH:8]=[CH:7][C:6]=1[C@@:12]1([CH2:16][N:17]2[CH:21]=[N:20][CH:19]=[N:18]2)[C@H:14]([CH3:15])[O:13]1.C([S:25][C@@H:26]1[CH2:31][O:30][C@@H:29]([C:32]2[CH:37]=[CH:36][CH:35]=[CH:34][CH:33]=2)[O:28][CH2:27]1)(=O)C>CO.C(O)C>[F:4][C:5]1[C:10]([F:11])=[CH:9][CH:8]=[CH:7][C:6]=1[C@:12]([OH:13])([C@H:14]([S:25][C@@H:26]1[CH2:27][O:28][C@@H:29]([C:32]2[CH:37]=[CH:36][CH:35]=[CH:34][CH:33]=2)[O:30][CH2:31]1)[CH3:15])[CH2:16][N:17]1[CH:21]=[N:20][CH:19]=[N:18]1 |f:0.1|. Procedure details: 0.29 ml (1.4 mmol) of a 4.9 M solution of sodium methoxide in methanol were added to a solution of 1.77 g (7.1 mmol) of (2R,3S)-2-(2,3-difluorophenyl)-3-methyl-2-[(1H-1,2,4-triazol-1-yl)methyl]oxirane [prepared as described in Step 7(iv) above] and 2.20 g (9.2 mmol) of trans-5-(acetylthio)-2-phenyl-1,3-dioxane [prepared as described in Japanese Patent Application (Kokai) Hei 8-333350] in 20 ml of ethanol. The resulting mixture was then heated under reflux for 7 hours. After cooling the reaction ... Starting materials: S(=O)(=O)([O-])[O-].[Mg+2] (magnesium sulfate), aqueous solution, [OH-].[Na+] (sodium hydroxide), [H-].[Li+].[Al+3].[H-].[H-].[H-] (aluminum lithium hydride), C(=O)C1=CN=C2N1CCCC2 (3-formyl-5,6,7,8-tetrahydroimidazo[1,2-a]pyridine). The solvent is C1CCOC1 (THF), O (water), O (water), C1CCOC1 (THF). Run at temperature 0 celsius, time 1 hour. Yields the product N=1C=C(N2C1CCCC2)CO (5,6,7,8-tetrahydroimidazo[1,2-a]pyridine-3-methanol). The yield is 82.7%. RXN SMILES: [H-].[Li+].[Al+3].[H-].[H-].[H-].[CH:7]([C:9]1[N:13]2[CH2:14][CH2:15][CH2:16][CH2:17][C:12]2=[N:11][CH:10]=1)=[O:8].[OH-].[Na+].S([O-])([O-])(=O)=O.[Mg+2]>C1COCC1.O>[N:11]1[CH:10]=[C:9]([CH2:7][OH:8])[N:13]2[CH2:14][CH2:15][CH2:16][CH2:17][C:12]=12 |f:0.1.2.3.4.5,7.8,9.10|. Procedure details: To a suspension of aluminum lithium hydride (0.40 g) in THF (30 ml), 3-formyl-5,6,7,8-tetrahydroimidazo[1,2-a]pyridine (1.48 g) in. THF (50 ml) was added dropwise at 0° C. The mixture was stirred for 1 hour at 0° C., and water (0.4 ml), 15% aqueous solution of sodium hydroxide (0.4 ml) and water (1.2 ml) were added dropwise to the mixture. The mixture was stirred at room temperature for 18 hours, magnesium sulfate was added to the mixture, and the precipitates were removed by filtration. The sol... The reactants are C1(CC1)N1C(C=2N(C(=NC(C2O)=O)CC2(CCCC2)C2=CC=CC=C2)CC1)=O (2-cyclopropyl-9-hydroxy-6-(1-phenyl-cyclopentylmethyl)-3,4-dihydro-2H-pyrazino[1,2-c]pyrimidine-1,8-dione), C(C1=CC=CC=C1)OC1=C2N(C(=NC1=O)CC1(CCCC1)C1=CC=CC=C1)CCN(C2=O)C2CCOCC2 (9-benzyloxy-6-(1-phenyl-cyclopentylmethyl)-2-(tetrahydro-pyran-4-yl)-3,4-dihydro-2H-pyrazino[1,2-c]pyrimidine-1,8-dione). Product: OC1=C2N(C(=NC1=O)CC1(CCCC1)C1=CC=CC=C1)CCN(C2=O)C2CCOCC2 (9-Hydroxy-6-(1-phenyl-cyclopentylmethyl)-2-(tetrahydro-pyran-4-yl)-3,4-dihydro-2H-pyrazino[1,2-c]pyrimidine-1,8-dione). Yield: 90.4%. As a reaction SMILES: C1(N2CCN3C(CC4(C5C=CC=CC=5)CCCC4)=NC(=O)C(O)=C3C2=O)CC1.C([O:36][C:37]1[C:42](=[O:43])[N:41]=[C:40]([CH2:44][C:45]2([C:50]3[CH:55]=[CH:54][CH:53]=[CH:52][CH:51]=3)[CH2:49][CH2:48][CH2:47][CH2:46]2)[N:39]2[CH2:56][CH2:57][N:58]([CH:61]3[CH2:66][CH2:65][O:64][CH2:63][CH2:62]3)[C:59](=[O:60])[C:38]=12)C1C=CC=CC=1>>[OH:36][C:37]1[C:42](=[O:43])[N:41]=[C:40]([CH2:44][C:45]2([C:50]3[CH:55]=[CH:54][CH:53]=[CH:52][CH:51]=3)[CH2:49][CH2:48][CH2:47][CH2:46]2)[N:39]2[CH2:56][CH2:57][N:58]([CH:61]3[CH2:66][CH2:65][O:64][CH2:63][CH2:62]3)[C:59](=[O:60])[C:38]=12. Procedure details: This compound was prepared following the same method as described for 2-cyclopropyl-9-hydroxy-6-(1-phenyl-cyclopentylmethyl)-3,4-dihydro-2H-pyrazino[1,2-c]pyrimidine-1,8-dione (287) from 9-benzyloxy-6-(1-phenyl-cyclopentylmethyl)-2-(tetrahydro-pyran-4-yl)-3,4-dihydro-2H-pyrazino[1,2-c]pyrimidine-1,8-dione (310) (240 mg, 0.47 mmol). The product was obtained as a white solid (180 mg, 90.96%). The reactants are ClC1=NC(=CC(=C1)I)Cl (2,6 dichloro-4-iodo pyridine), CC(C)([O-])C.[K+] (potassium tert-butoxide). Run in C(C)(=O)OCC (ethyl acetate), O1CCCC1 (tetrahydrofuran). Yields the product C(C)(C)(C)OC1=NC(=CC(=C1)I)Cl (2-tert-butoxy-6-chloro-4-iodopyridine). Reaction SMILES: Cl[C:2]1[CH:7]=[C:6]([I:8])[CH:5]=[C:4]([Cl:9])[N:3]=1.[CH3:10][C:11]([CH3:14])([O-:13])[CH3:12].[K+]>O1CCCC1.C(OCC)(=O)C>[C:11]([O:13][C:2]1[CH:7]=[C:6]([I:8])[CH:5]=[C:4]([Cl:9])[N:3]=1)([CH3:14])([CH3:12])[CH3:10] |f:1.2|. Procedure details: To a solution of 2,6 dichloro-4-iodo pyridine (1 g, 3.65 mmol) in 15 mL tetrahydrofuran was added 1M potassium tert-butoxide (4.02 mL, 4.02 mmol) and the solution heated at reflux for 2 hours. The mixture was diluted with ethyl acetate, washed with water and brine and dried over magnesium sulfate, filtered and concentrated. The crude material was used without further purification. MS (DCI) m/e 312.0 (M+H)+. Reactants: ClCC1CO1, OCC1CSCN1. Product: ClCC1CN2CSCC2CO1. As a reaction SMILES: [Cl:8][CH2:9][CH:10]1[CH2:11][O:12]1.[S:1]1[CH2:2][NH:3][CH:4]([CH2:6][OH:7])[CH2:5]1>>[S:1]1[CH2:2][N:3]2[CH:4]([CH2:5]1)[CH2:6][O:7][CH:10]([CH2:9][Cl:8])[CH2:11]2. Starting materials: C(CCC)OC1=CC=C(C=C1)S(=O)(=O)CCCO (3-[(4--butoxyphenyl)sulfonyl]propan-1-ol), solution, C(CCC)[Li] (n-butyllithium), C(C1=CC=CC=C1)Br (benzyl bromide), [Cl-].[NH4+] (ammonium chloride). The solvent is C1CCOC1 (THF), CCCCCC (hexane), CN1CCCN(C1=O)C (DMPU), O (water), C(C)(=O)OCC (Ethyl acetate). Run at time 30 minute. Product: C(CCC)OC1=CC=C(C=C1)S(=O)(=O)C(CCO)CC1=CC=CC=C1 (3-[(4-butoxyphenyl)sulfonyl]-4-phenylbutan-1-ol). The yield is 91.3%. Reaction SMILES: [CH2:1]([O:5][C:6]1[CH:11]=[CH:10][C:9]([S:12]([CH2:15][CH2:16][CH2:17][OH:18])(=[O:14])=[O:13])=[CH:8][CH:7]=1)[CH2:2][CH2:3][CH3:4].C([Li])CCC.[CH2:24](Br)[C:25]1[CH:30]=[CH:29][CH:28]=[CH:27][CH:26]=1.[Cl-].[NH4+]>C1COCC1.CCCCCC.O.C(OCC)(=O)C.CN1C(=O)N(C)CCC1>[CH2:1]([O:5][C:6]1[CH:11]=[CH:10][C:9]([S:12]([CH:15]([CH2:24][C:25]2[CH:30]=[CH:29][CH:28]=[CH:27][CH:26]=2)[CH2:16][CH2:17][OH:18])(=[O:14])=[O:13])=[CH:8][CH:7]=1)[CH2:2][CH2:3][CH3:4] |f:3.4|. Procedure details: Part A: To a solution of 4.0 g (15 mmol) of 3-[(4-butoxyphenyl)sulfonyl]propan-1-ol from Example 26 and 6 mL of DMPU in 100 mL of anhydrous THF at -70 C under nitrogen, was added 3.9 mL (1.9 g, 29 mmol) of a 10.0 M solution of n-butyllithium in hexane. After stirring for 30 min. at -70 C., 1.6 mL (2.3 g, 13 mmole) of benzyl bromide was added. After 15 hours, the reaction mixture was cooled to zero C. and 25 mL of saturated ammonium chloride solution was added. Ethyl acetate and water were added,... The reactants are C(C)(C)NC(C)C (diisopropylamine), [Li]CCCC (n-BuLi), N(=NC(=O)OC(C)(C)C)C(=O)OC(C)(C)C (di-tert-butyl azodicarboxylate), C(C1=CC=CC=C1)N1CCC(CC1)C(=O)OCC (ethyl 1-benzylpiperidine-4-carboxylate). Run in C1CCOC1 (THF). Conditions: temperature -70 celsius, time 5 minute. Product: C(C1=CC=CC=C1)N1CCC(CC1)(C(=O)OCC)N(NC(=O)OC(C)(C)C)C(=O)OC(C)(C)C (di-tert-Butyl 1-(1-benzyl-4-(ethoxycarbonyl)piperidin-4-yl)hydrazine-1,2-dicarboxylate). Isolated yield 73.3%. As a reaction SMILES: C(NC(C)C)(C)C.[Li]CCCC.[CH2:13]([N:20]1[CH2:25][CH2:24][CH:23]([C:26]([O:28][CH2:29][CH3:30])=[O:27])[CH2:22][CH2:21]1)[C:14]1[CH:19]=[CH:18][CH:17]=[CH:16][CH:15]=1.[N:31]([C:40]([O:42][C:43]([CH3:46])([CH3:45])[CH3:44])=[O:41])=[N:32][C:33]([O:35][C:36]([CH3:39])([CH3:38])[CH3:37])=[O:34]>C1COCC1>[CH2:13]([N:20]1[CH2:25][CH2:24][C:23]([N:31]([C:40]([O:42][C:43]([CH3:46])([CH3:45])[CH3:44])=[O:41])[NH:32][C:33]([O:35][C:36]([CH3:37])([CH3:38])[CH3:39])=[O:34])([C:26]([O:28][CH2:29][CH3:30])=[O:27])[CH2:22][CH2:21]1)[C:14]1[CH:15]=[CH:16][CH:17]=[CH:18][CH:19]=1. Procedure: To a solution of diisopropylamine (153 mg, 1.5 mmol) in THF (20 mL) was added n-BuLi (2.5 M, 0.6 mL) at −75° C. under N2. After 5 min, ethyl 1-benzylpiperidine-4-carboxylate (247 mg, 1.0 mmol) was added and the resulting mixture then stirred at −70° C. for 10 min, before adding di-tert-butyl azodicarboxylate (345 mg, 1.5 mmol). The reaction was stirred for 30 min, then quenched with aqueous NH4Cl (10 mL) and extracted with EA (10 mL×3). The combined organic layers were dried over Na2SO4 and conc... Reactants: O.[OH-].[Li+] (lithium hydroxide monohydrate), CN(S(=O)(=O)C1=C(C=CC(=C1)[N+](=O)[O-])C(=O)OC)C (N,N-dimethyl-2-methoxycarbonyl-5-nitrobenzenesulfonamide), Cl (hydrochloric acid). Run in O (water), CO (methanol). Run at temperature 50 celsius. The product is CN(S(=O)(=O)C1=C(C=CC(=C1)[N+](=O)[O-])C(=O)O)C (N,N-Dimethyl-2-carboxy-5-nitrobenzenesulfonamide). As a reaction SMILES: O.[OH-].[Li+].[CH3:4][N:5]([CH3:22])[S:6]([C:9]1[CH:14]=[C:13]([N+:15]([O-:17])=[O:16])[CH:12]=[CH:11][C:10]=1[C:18]([O:20]C)=[O:19])(=[O:8])=[O:7].Cl>CO.O>[CH3:4][N:5]([CH3:22])[S:6]([C:9]1[CH:14]=[C:13]([N+:15]([O-:17])=[O:16])[CH:12]=[CH:11][C:10]=1[C:18]([OH:20])=[O:19])(=[O:8])=[O:7] |f:0.1.2|. Procedure: 60.2 g of lithium hydroxide monohydrate are added to a solution of 206.7 g of N,N-dimethyl-2-methoxycarbonyl-5-nitrobenzenesulfonamide in 1500 ml of methanol. The mixture is subsequently stirred at 50° C. until conversion is complete. Following the concentration of the reaction mixture under reduced pressure, the residue is taken up in water and is treated at 0° C. with concentrated hydrochloric acid (pH=1). Filtration with suction followed by drying gives the desired compound. Yield: 162.9 g; m... Reactants: NC(=O)C=1C=C(C=CC1)C1=C(C=C(C=C1)OCCNC(OC(C)(C)C)=O)C (1,1-dimethylethyl (2-{[3′-(aminocarbonyl)-2-methyl-4-biphenylyl]oxy}ethyl)carbamate), [SiH](CC)(CC)CC (Et3SiH), C(=O)(C(F)(F)F)O (TFA). Solvent: C(Cl)Cl (CH2Cl2). Conditions: time 2 hour. Product: FC(C(=O)O)(F)F.NCCOC1=CC(=C(C=C1)C1=CC(=CC=C1)C(=O)N)C (4′-[(2-Aminoethyl)oxy]-2′-methyl-3-biphenylcarboxamide trifluoroacetate). Reaction SMILES: [NH2:1][C:2]([C:4]1[CH:5]=[C:6]([C:10]2[CH:15]=[CH:14][C:13]([O:16][CH2:17][CH2:18][NH:19]C(=O)OC(C)(C)C)=[CH:12][C:11]=2[CH3:27])[CH:7]=[CH:8][CH:9]=1)=[O:3].[SiH](CC)(CC)CC.[C:35]([OH:41])([C:37]([F:40])([F:39])[F:38])=[O:36]>C(Cl)Cl>[F:38][C:37]([F:40])([F:39])[C:35]([OH:41])=[O:36].[NH2:19][CH2:18][CH2:17][O:16][C:13]1[CH:14]=[CH:15][C:10]([C:6]2[CH:7]=[CH:8][CH:9]=[C:4]([C:2]([NH2:1])=[O:3])[CH:5]=2)=[C:11]([CH3:27])[CH:12]=1 |f:4.5|. Procedure: To a solution of 1,1-dimethylethyl (2-{[3′-(aminocarbonyl)-2-methyl-4-biphenylyl]oxy}ethyl)carbamate (0.090 g; 0.24 mmol; I-VII-2) and Et3SiH (0.1 mL; 0.6 mmol) in CH2Cl2 (5 mL) at room temperature was added TFA (1 mL) in one portion. The mixture was aged 2 h and concentrated in vacuo, affording the title compound as a pale yellow gum which was used without further purification. LC/MS (method A) 1.18 min, m/z 271 (M+H).